Dataset: the Open Reaction Database (ORD), a public repository of structured organic reaction records. Task: describe an organic reaction: reactants, conditions, products, and yield Reactants: FC1=CC=C2C=C(N=C(C2=C1)O)N(C)C1=CC=C(C=C1)O (4-[N-(7-fluoro-1-hydroxyisoquinolin-3-yl)-N-methylamino]phenol), P(=O)(Cl)(Cl)Cl (phosphorus oxychloride), ice water. Product: ClC1=NC(=CC2=CC=C(C=C12)F)N(C)C1=CC=C(C=C1)O (4-[N-(1-chloro-7-fluoroisoquinolin-3-yl)-N-methylamino]phenol). RXN SMILES: [F:1][C:2]1[CH:11]=[C:10]2[C:5]([CH:6]=[C:7]([N:13]([C:15]3[CH:20]=[CH:19][C:18]([OH:21])=[CH:17][CH:16]=3)[CH3:14])[N:8]=[C:9]2O)=[CH:4][CH:3]=1.P(Cl)(Cl)([Cl:24])=O>>[Cl:24][C:9]1[C:10]2[C:5](=[CH:4][CH:3]=[C:2]([F:1])[CH:11]=2)[CH:6]=[C:7]([N:13]([C:15]2[CH:20]=[CH:19][C:18]([OH:21])=[CH:17][CH:16]=2)[CH3:14])[N:8]=1. Reported procedure: A mixture of 4-[N-(7-fluoro-1-hydroxyisoquinolin-3-yl)-N-methylamino]phenol (2.08 g) and phosphorus oxychloride was heated under reflux for approximately 10 minutes at which stage a clear solution had been obtained. The mixture was cooled and poured into ice-water. The precipitated solid was collected and purified by column chromatography over silica gel (eluant dichloromethane/ethyl acetate; 90:10) to give 4-[N-(1-chloro-7-fluoroisoquinolin-3-yl)-N-methylamino]phenol (2.00 g) as a yellow crysta... The reactants are COC(=O)c1cnc(N2CCN(C(=O)OC(C)(C)C)CC2C)cn1, CO, Cl. Yields the product COC(=O)c1cnc(N2CCNCC2C)cn1. RXN SMILES: [CH3:1][O:2][C:3](=[O:4])[c:5]1[n:6][cH:7][c:8]([N:11]2[CH:12]([CH3:24])[CH2:13][N:14]([C:17]([O:18][C:19]([CH3:20])([CH3:21])[CH3:22])=[O:23])[CH2:15][CH2:16]2)[n:9][cH:10]1.[CH3:26][OH:27].[ClH:25]>>[CH3:1][O:2][C:3](=[O:4])[c:5]1[n:6][cH:7][c:8]([N:11]2[CH:12]([CH3:24])[CH2:13][NH:14][CH2:15][CH2:16]2)[n:9][cH:10]1. Starting materials: CC(NS(=O)(=O)C(C)(C)C)c1ccc(Br)c(F)c1, CC(=O)OC(C)=O, CO, Cl, C1COCCO1, c1ccncc1. The product is CC(=O)NC(C)c1ccc(Br)c(F)c1. RXN SMILES: [Br:2][c:3]1[c:4]([F:19])[cH:5][c:6]([CH:9]([CH3:10])[NH:11][S:12]([C:13]([CH3:14])([CH3:15])[CH3:16])(=[O:17])=[O:18])[cH:7][cH:8]1.[CH3:26][C:27](=[O:28])[O:29][C:30](=[O:31])[CH3:32].[CH3:39][OH:40].[ClH:1].[O:33]1[CH2:34][CH2:35][O:36][CH2:37][CH2:38]1.[cH:20]1[cH:21][cH:22][n:23][cH:24][cH:25]1>>[Br:2][c:3]1[c:4]([F:19])[cH:5][c:6]([CH:9]([CH3:10])[NH:11][C:27]([CH3:26])=[O:28])[cH:7][cH:8]1. Reactants: C(=O)(OC)C=1C=C2CC(CC2=CC1OC)N(CCC)CCC (5-Carbomethoxy-6-methoxy-2-(di-n-propylamino)indan), CC(C)C[AlH]CC(C)C (DIBAL-H). Yields the product C(=O)C=1C=C2CC(CC2=CC1OC)N(CCC)CCC (5-Formyl-6-methoxy-2-(di-n-propylamino)indan). Solvent: C1CCOC1 (THF). Procedure details: A solution of 5-carbomethoxy-6-methoxy-2-(di-n-propylamino)indan (Example 57) in THF under nitrogen is treated with DIBAL-H at -78° C. After work-up and purification, the title compound is obtained. As a reaction SMILES: [C:1]([C:5]1[CH:6]=[C:7]2[C:11](=[CH:12][C:13]=1[O:14][CH3:15])[CH2:10][CH:9]([N:16]([CH2:20][CH2:21][CH3:22])[CH2:17][CH2:18][CH3:19])[CH2:8]2)(OC)=[O:2].CC(C[AlH]CC(C)C)C>C1COCC1>[CH:1]([C:5]1[CH:6]=[C:7]2[C:11](=[CH:12][C:13]=1[O:14][CH3:15])[CH2:10][CH:9]([N:16]([CH2:17][CH2:18][CH3:19])[CH2:20][CH2:21][CH3:22])[CH2:8]2)=[O:2]. Starting materials: [I-].[Zn+2].[I-] (zinc(II) iodide), [C@H]12[C@@H](C[C@H](CC1)O2)CO ((1R,2S,4S)-7-oxabicyclo[2.2.1]heptan-2-ylmethanol). The solvent is C1CCOC1 (THF). The product is solution, [I-].[C@H]12[C@@H](C[C@H](CC1)O2)C[Zn+] (((1R,2R,4S)-7-oxabicyclo[2.2.1]heptan-2-ylmethyl)zinc(II) iodide). Reaction SMILES: [I-:1].[Zn+2:2].[I-].[C@@H:4]12[O:10][C@@H:7]([CH2:8][CH2:9]1)[CH2:6][C@H:5]2[CH2:11]O>C1COCC1>[I-:1].[C@@H:4]12[O:10][C@@H:7]([CH2:8][CH2:9]1)[CH2:6][C@H:5]2[CH2:11][Zn+:2] |f:0.1.2,5.6|. Reported procedure: The title compound was prepared in an analogous manner to tetrahydro-2H-pyran-4-yl)zinc(II) iodide except that (1R,2S,4S)-7-oxabicyclo[2.2.1]heptan-2-ylmethanol was used instead of tetrahydro-2H-pyran-4-ol in Step 1 to afford a 0.15M solution of ((1R,2R,4S)-7-oxabicyclo[2.2.1]heptan-2-ylmethyl)zinc(II) iodide in THF. Reactants: CC1CC(NCC1)=O (4-methylpiperidone), BrC1=NC(=CC=C1)Br (2,6-dibromopyridine), C1CCOC1 (THF), [Li]CCCC (n-BuLi), N#N (N2), C1CCOC1 (THF). Reaction conditions: temperature -70 celsius, time 20 minute. Yields the product BrC1=CC=CC(=N1)C1(CCN(CC1)C)O (6-bromo-1′-methyl-2′,3′,5′,6′-tetrahydro-1′H-[2,4′]bipyridinyl-4′-ol). As a reaction SMILES: [Li]CCCC.N#N.Br[C:9]1[CH:14]=[CH:13][CH:12]=[C:11]([Br:15])[N:10]=1.CC1C[CH2:21][NH:20][C:19](=O)[CH2:18]1.[CH2:24]1C[O:27][CH2:26][CH2:25]1>>[Br:15][C:11]1[N:10]=[C:9]([C:26]2([OH:27])[CH2:25][CH2:24][N:20]([CH3:21])[CH2:19][CH2:18]2)[CH:14]=[CH:13][CH:12]=1. Reported procedure: To a solution of 1.07 M n-BuLi (36.4 mL) and dry THF (200 mL) chilled to −70° C. under a blanket of N2 was added 2,6-dibromopyridine (10 g, 38.9 mmol)in 50 mL of dry THF slowly to maintain a temperature less than −69° C. Stirred at −70° C. for 20 min. Added 4-methylpiperidone (4.8 mL, 38.9 mmol) and stirred the mixture at −70° C. for 1 h. Quenched with saturated NaHCO3 and extracted with EtOAc. Washed the organic layer with brine, dried (MgSO4) and concentrated in vacuo to give 6-bromo-1′-methyl... Reactants: N(=[N+]=[N-])[Si](C)(C)C (azidotrimethylsilane), C1(=CC=CC=C1)NC(=O)C1CCN(CC1)C(=O)OC(C)(C)C (tert-butyl 4-(phenylcarbamoyl)piperidine-1-carboxylate), CC(C)OC(=O)/N=N/C(=O)OC(C)C (diisopropylazodicarboxylate), C1(=CC=CC=C1)P(C1=CC=CC=C1)C1=CC=CC=C1 (triphenylphosphine). The solvent is O1CCCC1 (tetrahydrofuran). Reaction conditions: time 0.25 hour. The product is C1(=CC=CC=C1)N1N=NN=C1C1CCN(CC1)C(=O)OC(C)(C)C (tert-butyl 4-(1-phenyl-1H-tetrazol-5-yl)piperidine-1-carboxylate). Yield: 56.3%. RXN SMILES: [C:1]1([NH:7][C:8]([CH:10]2[CH2:15][CH2:14][N:13]([C:16]([O:18][C:19]([CH3:22])([CH3:21])[CH3:20])=[O:17])[CH2:12][CH2:11]2)=O)[CH:6]=[CH:5][CH:4]=[CH:3][CH:2]=1.CC(OC(/N=N/C(OC(C)C)=O)=O)C.C1(P(C2C=CC=CC=2)C2C=CC=CC=2)C=CC=CC=1.[N:56]([Si](C)(C)C)=[N+:57]=[N-:58]>O1CCCC1>[C:1]1([N:7]2[C:8]([CH:10]3[CH2:15][CH2:14][N:13]([C:16]([O:18][C:19]([CH3:22])([CH3:21])[CH3:20])=[O:17])[CH2:12][CH2:11]3)=[N:58][N:57]=[N:56]2)[CH:6]=[CH:5][CH:4]=[CH:3][CH:2]=1. Procedure: Part B: To a solution of tert-butyl 4-(phenylcarbamoyl)piperidine-1-carboxylate (4.24 g, 13.9 mmol) and diisopropylazodicarboxylate (5.40 mL, 27.9 mmol) in tetrahydrofuran (100 mL) at 25° C. was added triphenylphosphine (7.31 g, 27.9 mmol). The resulting reaction mixture showed a slight exotherm, and the solution then was stirred at ambient temperature for ˜0.25 h until the reaction mixture had returned to 25° C. To the resulting mixture was added azidotrimethylsilane (3.65 mL, 27.9 mmol). A pre... Starting materials: CN(C)C(=[N+](C)C)ON1C2=C(C=CC=C2)N=N1.[B-](F)(F)(F)F (TBTU), FC1=CC=C(C=C1)N1[C@@H]([C@H](C1=O)SCC(=O)C1=CC=C(C=C1)F)C1=CC=C(OCC(=O)O)C=C1 ([4-((2R,3R)-1-(4-Fluorophenyl)-3-{[2-(4-fluorophenyl)-2-oxoethyl]thio}-4-oxoazetidin-2-yl)phenoxy]acetic acid), Cl.N[C@H](C(C)C)C(=O)OC(C)(C)C (tert-Butyl D-valinate hydrochloride), CN1CCOCC1 (N-methylmorpholine), tert-butylester. Run in C(Cl)Cl (DCM). Conditions: time 5 minute. The product is FC1=CC=C(C=C1)N1[C@@H]([C@H](C1=O)SCC(=O)C1=CC=C(C=C1)F)C1=CC=C(OCC(=O)N[C@H](C(C)C)C(=O)O)C=C1 (N-{[4-((2R,3R)-1-(4-fluorophenyl)-3-{[2-(4-fluorophenyl)-2-oxoethyl]thio}-4-oxoazetidin-2-yl)phenoxy]acetyl}-D-valine). As a reaction SMILES: [F:1][C:2]1[CH:7]=[CH:6][C:5]([N:8]2[C:11](=[O:12])[C@H:10]([S:13][CH2:14][C:15]([C:17]3[CH:22]=[CH:21][C:20]([F:23])=[CH:19][CH:18]=3)=[O:16])[C@H:9]2[C:24]2[CH:34]=[CH:33][C:27]([O:28][CH2:29][C:30]([OH:32])=O)=[CH:26][CH:25]=2)=[CH:4][CH:3]=1.Cl.[NH2:36][C@@H:37]([C:41]([O:43]C(C)(C)C)=[O:42])[CH:38]([CH3:40])[CH3:39].CN1CCOCC1.CN(C(ON1N=NC2C=CC=CC1=2)=[N+](C)C)C.[B-](F)(F)(F)F>C(Cl)Cl>[F:1][C:2]1[CH:7]=[CH:6][C:5]([N:8]2[C:11](=[O:12])[C@H:10]([S:13][CH2:14][C:15]([C:17]3[CH:18]=[CH:19][C:20]([F:23])=[CH:21][CH:22]=3)=[O:16])[C@H:9]2[C:24]2[CH:34]=[CH:33][C:27]([O:28][CH2:29][C:30]([NH:36][C@@H:37]([C:41]([OH:43])=[O:42])[CH:38]([CH3:40])[CH3:39])=[O:32])=[CH:26][CH:25]=2)=[CH:4][CH:3]=1 |f:1.2,4.5|. Procedure: [4-((2R,3R)-1-(4-Fluorophenyl)-3-{[2-(4-fluorophenyl)-2-oxoethyl]thio}-4-oxoazetidin-2-yl)phenoxy]acetic acid, (50.0 mg, 0.10 mmol) was dissolved in DCM (2 ml). tert-Butyl D-valinate hydrochloride (28.4 mg, 0.14 mmol) and N-methylmorpholine (3.0 μl, 0.31 mmol) were added. After 5 minutes, TBTU (43.7 mg, 0.14 mmol) was added and the mixture was stirred overnight. The intermediate tert-butylester of the title compound was confirmed. M/z: 637.1 (M−H). The solvent was removed under reduced pressure.... Reactants: CCCBr, C=CCC1CC(c2cccc(Cl)c2)C(c2ccc(Cl)cc2)NC1=O, [H-], [Na+], CN(C)C=O. RXN SMILES: [Br:27][CH2:28][CH2:29][CH3:30].[CH2:1]([CH:2]=[CH2:3])[CH:4]1[C:5](=[O:24])[NH:6][CH:7]([c:17]2[cH:18][cH:19][c:20]([Cl:23])[cH:21][cH:22]2)[CH:8]([c:10]2[cH:11][c:12]([Cl:16])[cH:13][cH:14][cH:15]2)[CH2:9]1.[H-:25].[Na+:26].[O:31]=[CH:32][N:33]([CH3:34])[CH3:35]>>[CH2:1]([CH:2]=[CH2:3])[CH:4]1[C:5](=[O:24])[N:6]([CH2:28][CH2:29][CH3:30])[CH:7]([c:17]2[cH:18][cH:19][c:20]([Cl:23])[cH:21][cH:22]2)[CH:8]([c:10]2[cH:11][c:12]([Cl:16])[cH:13][cH:14][cH:15]2)[CH2:9]1. Product: C=CCC1CC(c2cccc(Cl)c2)C(c2ccc(Cl)cc2)N(CCC)C1=O.